Dataset: the Open Reaction Database (ORD), a public repository of structured organic reaction records. Task: describe an organic reaction: reactants, conditions, products, and yield The reactants are C(CCCCCCCCC)(=O)OC1=CC=C(C(=O)OC2=CC=C(C=C2)C(=O)OC(C(F)(F)F)CCCCCCCC)C=C1 (4-(1,1,1-trifluoro-2-decyloxycarbonyl)phenyl 4-n-decanoyloxybenzoate), OC1=CC=C(C(=O)OC(C(F)(F)F)CCCCCCCC)C=C1 (1,1,1-trifluoro-2-decyl 4-hydroxybenzoate), C1(CCCCC1)N=C=NC1CCCCC1 (dicyclohexylcarbodiimide), CN(C)C1=NC=CC=C1 (dimethylaminopyridine). Run in O1CCCC1 (tetrahydrofuran). Reaction conditions: time 20 hour. Yields the product C(CCCCCCCCCC)(=O)OC1=CC=C(C(=O)O)C=C1 (4-n-undecanoyloxybenzoic acid). As a reaction SMILES: [C:1]([O:12][C:13]1[CH:43]=[CH:42][C:16]([C:17]([O:19]C2C=CC(C(OC(CCCCCCCC)C(F)(F)F)=O)=CC=2)=[O:18])=[CH:15][CH:14]=1)(=[O:11])[CH2:2][CH2:3][CH2:4][CH2:5][CH2:6][CH2:7][CH2:8][CH2:9][CH3:10].O[C:45]1C=CC(C(OC(CCCCCCCC)C(F)(F)F)=O)=CC=1.C1(N=C=NC2CCCCC2)CCCCC1.CN(C1C=CC=CN=1)C>O1CCCC1>[C:1]([O:12][C:13]1[CH:14]=[CH:15][C:16]([C:17]([OH:19])=[O:18])=[CH:42][CH:43]=1)(=[O:11])[CH2:2][CH2:3][CH2:4][CH2:5][CH2:6][CH2:7][CH2:8][CH2:9][CH2:10][CH3:45]. Procedure details: To a solution of the 4-undecanoyloxybenzoic acid )0.3 g) obtained in (1) above and the 1,1,1-trifluoro-2-decyl-4-hydroxybenzoate (0.3 g) obtained in Example 12, (2) in tetrahydrofuran (about 30 ml) were added dicyclohexylcarbodiimide (0.25 g) and dimethylaminopyridine (0.01 g). The mixture was stirred at room temperature for about 20 hours. The solution was distilled to remove the solvent and the residue was dissolved in dichloromethane and washed with water. The organic layer was dried over anh... The reactants are CC1([C@H]2[C@H](C3=C(O1)C=C(C=C3O)CCCCC)C=C(CC2)C)C ((6aR-trans)-6a,7,8,10a-Tetrahydro-6,6,9-trimethyl-3-pentyl-6H-dibenzo[b,d]pyran-1-ol), BrCCCC(=O)OCC (ethyl 4-bromobutyrate), C([O-])([O-])=O.[K+].[K+] (potassium carbonate). Solvent: CS(=O)C (dimethylsulfoxide). The product is CC1([C@H]2[C@H](C3=C(O1)C=C(C=C3OCCCC(=O)O)CCCCC)C=C(CC2)C)C ((6aR-trans)-4-[(6a,7,8,10a-Tetrahydro-6,6,9-trimethyl-3-pentyl-6H-dibenzo[b,d]pyran-1-yl)oxy]butanoic acid). Yield: 77.0%. RXN SMILES: [CH3:1][C:2]1([CH3:23])[O:7][C:6]2[CH:8]=[C:9]([CH2:13][CH2:14][CH2:15][CH2:16][CH3:17])[CH:10]=[C:11]([OH:12])[C:5]=2[C@@H:4]2[CH:18]=[C:19]([CH3:22])[CH2:20][CH2:21][C@@H:3]12.Br[CH2:25][CH2:26][CH2:27][C:28]([O:30]CC)=[O:29].C(=O)([O-])[O-].[K+].[K+]>CS(C)=O>[CH3:23][C:2]1([CH3:1])[O:7][C:6]2[CH:8]=[C:9]([CH2:13][CH2:14][CH2:15][CH2:16][CH3:17])[CH:10]=[C:11]([O:12][CH2:25][CH2:26][CH2:27][C:28]([OH:30])=[O:29])[C:5]=2[C@@H:4]2[CH:18]=[C:19]([CH3:22])[CH2:20][CH2:21][C@@H:3]12 |f:2.3.4|. Procedure details: A mixture of 1.73 g (5.50 mmol) of (6aR-trans)-6a,7,8,10a-Tetrahydro-6,6,9-trimethyl-3-pentyl-6H-dibenzo[b,d]pyran-1-ol, 10 ml of dimethylsulfoxide, 3 ml of ethyl 4-bromobutyrate and 1.73 g of potassium carbonate was degassed and then heated under reflux under argon over night. The reaction was cooled, diluted with 250 ml of water and extracted with ether. The extracts were passed over a column of silica gel, and the fractions containing the intermediate ester were combined and concentrated unde... Starting materials: C1CCOC1 (THF), [Cu]C#N (copper (I) cyanide), C(C)(=O)O.NC[C@H]([C@H](CC1=CC(=CC(=C1)F)F)NC(OC(C)(C)C)=O)O (tert-butyl (1S,2R)-3-amino-1-(3,5-difluorobenzyl)-2-hydroxypropylcarbamate acetate), CN1C(CCC1)=O (NMP), CN1C(CCC1)=O (NMP), C(C)(=O)O.NC[C@H]([C@H](CC1=CC(=CC(=C1)F)F)NC(OC(C)(C)C)=O)O (tert-butyl (1S,2R)-3-amino-1-(3,5-difluorobenzyl)-2-hydroxypropylcarbamate acetate), amine, Cl (HCl). Solvent: CN(C)C=O (DMF), C(C)#N (acetonitrile), CN(C)C=O (DMF). Yields the product Cl.N[C@H]([C@@H](CNCC1=CC=C2C=CNC2=C1)O)CC1=CC(=CC(=C1)F)F ((2R,3S)-3-amino-4-(3,5-difluorophenyl)-1-[(1H-indol-6-ylmethyl)amino]butan-2-ol hydrochloride). Reaction SMILES: [CH2:1]1[CH2:5]O[CH2:3][CH2:2]1.[C:6](O)(=O)[CH3:7].[NH2:10][CH2:11][C@@H:12]([OH:31])[C@@H:13]([NH:23]C(=O)OC(C)(C)C)[CH2:14][C:15]1[CH:20]=[C:19]([F:21])[CH:18]=[C:17]([F:22])[CH:16]=1.[Cu]C#N.[ClH:35].C[N:37]1C[CH2:40][CH2:39][C:38]1=O>CN(C=O)C.C(#N)C>[ClH:35].[NH2:23][C@@H:13]([CH2:14][C:15]1[CH:16]=[C:17]([F:22])[CH:18]=[C:19]([F:21])[CH:20]=1)[C@H:12]([OH:31])[CH2:11][NH:10][CH2:3][C:2]1[CH:7]=[C:6]2[C:40]([CH:39]=[CH:38][NH:37]2)=[CH:5][CH:1]=1 |f:1.2,8.9|. Procedure details: Chart GG. Isoquinoline (1) is reacted with phosphorus oxychloride or phosphorus oxybromide at temperatures ranging from room temperature to about 150° C. to yield halo-isoquinoline (2). Halo-isoquinoline (2) is reacted with an amine at temperatures ranging from room temperature to 200° C. to yield amino-isoquinoline (3). This reaction may be carried out in the presence of an organic solvent such as THF, acetonitrile, DMF, or NMP. Alternatively, the amine can be used as solvent, and a sealed reac...